describe an organic reaction: reactants, conditions, products, and yield From a dataset of the Open Reaction Database (ORD), a public repository of structured organic reaction records. Reactants: C(C)OC1CN(CCC1=O)C(=O)OC(C)(C)C (tert-butyl 3-ethoxy-4-oxopiperidine-1-carboxylate), C(C1=CC=CC=C1)N (benzylamine), C(C)(=O)O[BH-](OC(C)=O)OC(C)=O.[Na+] (sodium (triacetoxy)borohydride). Run in ClCCCl (1,2-dichloroethane). Yields the product C(C1=CC=CC=C1)N[C@@H]1[C@@H](CN(CC1)C(=O)OC(C)(C)C)OCC (tert-Butyl cis(±)-4-(benzylamino)-3-ethoxypiperidine-1-carboxylate). Isolated yield 86.7%. RXN SMILES: [CH2:1]([O:3][CH:4]1[C:9](=O)[CH2:8][CH2:7][N:6]([C:11]([O:13][C:14]([CH3:17])([CH3:16])[CH3:15])=[O:12])[CH2:5]1)[CH3:2].[CH2:18]([NH2:25])[C:19]1[CH:24]=[CH:23][CH:22]=[CH:21][CH:20]=1.C(O[BH-](OC(=O)C)OC(=O)C)(=O)C.[Na+]>ClCCCl>[CH2:18]([NH:25][C@H:9]1[CH2:8][CH2:7][N:6]([C:11]([O:13][C:14]([CH3:17])([CH3:16])[CH3:15])=[O:12])[CH2:5][C@H:4]1[O:3][CH2:1][CH3:2])[C:19]1[CH:24]=[CH:23][CH:22]=[CH:21][CH:20]=1 |f:2.3|. Procedure: The same operation as in Example (90c) was performed using tert-butyl 3-ethoxy-4-oxopiperidine-1-carboxylate obtained in Example (90b) (3.4 g, 14 mmol), benzylamine (1.65 g, 15.4 mmol), sodium (triacetoxy)borohydride (5.93 g, 28 mmol) and 1,2-dichloroethane (40 mL). The resulting residue was purified by silica gel column chromatography (elution solvent: hexane/ethyl acetate=4/1, 1/1, 1/3, 0/1) to obtain 4.06 g of the title compound as a colorless oily substance (87%). The reactants are Cl.FC1=CC(=C(C(=O)NCCN2CCC3(C(NCN3C3=CC=C(C=C3)F)=O)CC2)C=C1)[N+](=O)[O-] (4-fluoro-N-{2-[1-(4-fluorophenyl)-4-oxo-1,3,8-triazaspiro[4,5]dec-8-yl]ethyl}-2-nitrobenzamide hydrochloride), CO (methanol), [H][H] (hydrogen). Reagents/catalysts: [Ni] (Raney-nickel). The solvent is O (water). Product: O.Cl.NC1=C(C(=O)NCCN2CCC3(C(NCN3C3=CC=C(C=C3)F)=O)CC2)C=CC(=C1)F (2-amino-4-fluoro-N-{2-[1-(4-fluorophenyl)-4-oxo-1,3,8-triazaspiro[4,5]dec-8-yl]ethyl}benzamide hydrochloride hydrate). RXN SMILES: [ClH:1].[F:2][C:3]1[CH:31]=[CH:30][C:6]([C:7]([NH:9][CH2:10][CH2:11][N:12]2[CH2:29][CH2:28][C:15]3([N:19]([C:20]4[CH:25]=[CH:24][C:23]([F:26])=[CH:22][CH:21]=4)[CH2:18][NH:17][C:16]3=[O:27])[CH2:14][CH2:13]2)=[O:8])=[C:5]([N+:32]([O-])=O)[CH:4]=1.CO.[H][H]>[Ni].O>[OH2:8].[ClH:1].[NH2:32][C:5]1[CH:4]=[C:3]([F:2])[CH:31]=[CH:30][C:6]=1[C:7]([NH:9][CH2:10][CH2:11][N:12]1[CH2:29][CH2:28][C:15]2([N:19]([C:20]3[CH:21]=[CH:22][C:23]([F:26])=[CH:24][CH:25]=3)[CH2:18][NH:17][C:16]2=[O:27])[CH2:14][CH2:13]1)=[O:8] |f:0.1,6.7.8|. Procedure: A mixture of 8 parts of 4-fluoro-N-{2-[1-(4-fluorophenyl)-4-oxo-1,3,8-triazaspiro[4,5]dec-8-yl]ethyl}-2-nitrobenzamide hydrochloride, 120 parts of methanol and 25 parts of water is hydrogenated at normal pressure and at room temperature with 5 parts of Raney-nickel catalyst. After the calculated amount of hydrogen is taken up, the catalyst is filtered off and the filtrate is evaporated. The residue is crystallized from methanol. The product is filtered off and recrystallized from ethanol, yieldi...